Dataset: the Open Reaction Database (ORD), a public repository of structured organic reaction records. Task: describe an organic reaction: reactants, conditions, products, and yield Reactants: Brc1ccccc1, O=C([O-])[O-], CCO, O=Cc1sccc1B(O)O, [Na+], [Na+], c1ccccc1. The product is O=Cc1sccc1-c1ccccc1. RXN SMILES: [Br:11][c:12]1[cH:13][cH:14][cH:15][cH:16][cH:17]1.[C:18](=[O:19])([O-:20])[O-:21].[CH3:24][CH2:25][OH:26].[CH:1](=[O:2])[c:3]1[s:4][cH:5][cH:6][c:7]1[B:8]([OH:9])[OH:10].[Na+:22].[Na+:23].[cH:27]1[cH:28][cH:29][cH:30][cH:31][cH:32]1>>[CH:1](=[O:2])[c:3]1[s:4][cH:5][cH:6][c:7]1-[c:12]1[cH:13][cH:14][cH:15][cH:16][cH:17]1. Reactants: C(#N)C1=CC=C(C=C1)CC(=O)O (p-Cyanophenylacetic acid), FC(C(=O)O)(F)F.C(C1=CC=CC=C1)OC(CCNC(C1=CC(=CC=C1)N)=O)=O (N-(m-aminobenzoyl)-β-alanine benzyl ester trifluoroacetate). Yields the product C(C1=CC=CC=C1)OC(CCNC(C1=CC(=CC=C1)NC(CC1=CC=C(C=C1)C#N)=O)=O)=O (N-[m-[2-(p-cyanophenyl)acetamido]benzoyl]-β-alanine benzyl ester). As a reaction SMILES: [C:1]([C:3]1[CH:8]=[CH:7][C:6]([CH2:9][C:10]([OH:12])=O)=[CH:5][CH:4]=1)#[N:2].FC(F)(F)C(O)=O.[CH2:20]([O:27][C:28](=[O:41])[CH2:29][CH2:30][NH:31][C:32](=[O:40])[C:33]1[CH:38]=[CH:37][CH:36]=[C:35]([NH2:39])[CH:34]=1)[C:21]1[CH:26]=[CH:25][CH:24]=[CH:23][CH:22]=1>>[CH2:20]([O:27][C:28](=[O:41])[CH2:29][CH2:30][NH:31][C:32](=[O:40])[C:33]1[CH:38]=[CH:37][CH:36]=[C:35]([NH:39][C:10](=[O:12])[CH2:9][C:6]2[CH:5]=[CH:4][C:3]([C:1]#[N:2])=[CH:8][CH:7]=2)[CH:34]=1)[C:21]1[CH:26]=[CH:25][CH:24]=[CH:23][CH:22]=1 |f:1.2|. Procedure: p-Cyanophenylacetic acid and N-(m-aminobenzoyl)-β-alanine benzyl ester trifluoroacetate are coupled to give N-[m-[2-(p-cyanophenyl)acetamido]benzoyl]-β-alanine benzyl ester, m.p. 98°-99° C. Reactants: [N-]=[N+]=[N-] (azide), CC1=CC=C(C=C1)S(=O)(=O)OCC1OC2=C(C1)C=CC=C2C2=CC=C(C=C2)OC ((±)-[7-(4-methoxyphenyl)-2,3-dihydro-1-benzofuran-2-yl]methyl 4-methylbenzenesulfonate), N(=[N+]=[N-])CC1OC2=C(C1)C=CC=C2C2=CC=C(C=C2)OC ((±)-2-(azidomethyl)-7-(4-methoxyphenyl)-2,3-dihydro-1-benzofuran), [N-]=[N+]=[N-].[Na+] (sodium azide), Intermediate 98, hydrochloride salt. Reagents/catalysts: [Pd] (palladium on carbon). Yields the product COC1=CC=C(C=C1)C1=CC=CC=2CC(OC21)CN ((±)-1-[7-(4-methoxyphenyl)-2,3-dihydro-1-benzofuran-2-yl]methanamine). The yield is 58.0%. Reaction SMILES: CC1C=CC(S(OCC2CC3C=CC=C(C4C=CC(OC)=CC=4)C=3O2)(=O)=O)=CC=1.[N-]=[N+]=[N-].[Na+].[N:34]([CH2:37][CH:38]1[CH2:42][C:41]2[CH:43]=[CH:44][CH:45]=[C:46]([C:47]3[CH:52]=[CH:51][C:50]([O:53][CH3:54])=[CH:49][CH:48]=3)[C:40]=2[O:39]1)=[N+]=[N-].[N-]=[N+]=[N-]>[Pd]>[CH3:54][O:53][C:50]1[CH:51]=[CH:52][C:47]([C:46]2[C:40]3[O:39][CH:38]([CH2:37][NH2:34])[CH2:42][C:41]=3[CH:43]=[CH:44][CH:45]=2)=[CH:48][CH:49]=1 |f:1.2|. Procedure details: Treatment of (±)-[7-(4-methoxyphenyl)-2,3-dihydro-1-benzofuran-2-yl]methyl 4-methylbenzenesulfonate (2.1 g, 5.11 mmol) with sodium azide (1.33 g, 20.96 mmol) generally according to the procedure described for Intermediate 98 afforded (±)-2-(azidomethyl)-7-(4-methoxyphenyl)-2,3-dihydro-1-benzofuran. Treatment of the azide with palladium on carbon (0.125 g, 10 wt. %) generally according to the procedure described for Example 1 provided 0.860 g (58%) of (±)-1-[7-(4-methoxyphenyl)-2,3-dihydro-1-benz...